Task: describe an organic reaction: reactants, conditions, products, and yield. Dataset: the Open Reaction Database (ORD), a public repository of structured organic reaction records Starting materials: [BH4-], CCOC(=O)C1(CBr)CC(c2cnc3c(cnn3CC)c2NC2CCCCC2)=NO1, [Na+], C1CCOC1. Product: CCn1ncc2c(NC3CCCCC3)c(C3=NOC(CO)(CBr)C3)cnc21. Reaction SMILES: [BH4-:31].[Br:1][CH2:2][C:3]1([C:26](=[O:27])[O:28][CH2:29][CH3:30])[CH2:4][C:5]([c:8]2[c:9]([NH:19][CH:20]3[CH2:21][CH2:22][CH2:23][CH2:24][CH2:25]3)[c:10]3[c:11]([n:12][cH:13]2)[n:14]([CH2:17][CH3:18])[n:15][cH:16]3)=[N:6][O:7]1.[Na+:32].[O:33]1[CH2:34][CH2:35][CH2:36][CH2:37]1>>[Br:1][CH2:2][C:3]1([CH2:26][OH:27])[CH2:4][C:5]([c:8]2[c:9]([NH:19][CH:20]3[CH2:21][CH2:22][CH2:23][CH2:24][CH2:25]3)[c:10]3[c:11]([n:12][cH:13]2)[n:14]([CH2:17][CH3:18])[n:15][cH:16]3)=[N:6][O:7]1. The reactants are C(C)(=O)OCCC(C(C(C(=O)OCC1=CC=CC=C1)NC=O)O)=C (benzyl 6-acetoxy-2-formylamino-3-hydroxy-4-methylenehexanoate), C(Cl)Cl (CH2Cl2), S(=O)(Br)Br (thionyl bromide). The solvent is O (water). Run at time 2 hour. Yields the product C(C)(=O)OCCC(=CC(C(=O)OCC1=CC=CC=C1)NC=O)CBr (benzyl 6-acetoxy-4-bromomethyl-2-formylamino-hex-3-enoate). Reaction SMILES: [C:1]([O:4][CH2:5][CH2:6][C:7](=[CH2:24])[CH:8](O)[CH:9]([NH:20][CH:21]=[O:22])[C:10]([O:12][CH2:13][C:14]1[CH:19]=[CH:18][CH:17]=[CH:16][CH:15]=1)=[O:11])(=[O:3])[CH3:2].C(Cl)Cl.S(Br)([Br:30])=O>O>[C:1]([O:4][CH2:5][CH2:6][C:7]([CH2:24][Br:30])=[CH:8][CH:9]([NH:20][CH:21]=[O:22])[C:10]([O:12][CH2:13][C:14]1[CH:19]=[CH:18][CH:17]=[CH:16][CH:15]=1)=[O:11])(=[O:3])[CH3:2]. Procedure: 10.5 g (31.3 mmol) of benzyl 6-acetoxy-2-formylamino-3-hydroxy-4-methylenehexanoate are dissolved in 100 ml of abs. CH2Cl2. Then 2.91 ml (37.6 mmol) of thionyl bromide are added to this solution at room temperature. After 2 hours, 80 ml of water are added and the mixture is stirred vigorously for 10 minutes. The organic phase is separated and washed once with water, once with a 1N solution of KHCO3 and twice with water. The aqueous phases are extracted twice with CH2Cl2. The combined organic pha... Reactants: Cl (hydrochloric acid), FC(C(Cl)F)(OC=1C=C(C(=O)OC)C=CC1)F (methyl 3-(1',1',2'-trifluoro-2'-chloroethoxy)-benzoate), [OH-].[K+] (potassium hydroxide), O (water). Run in O1CCCC1 (tetrahydrofuran). Run at temperature 95 celsius, time 15 minute. The product is FC(C(Cl)F)(OC=1C=C(C(=O)O)C=CC1)F (3-(1',1',2'-trifluoro-2'-chloroethoxy)benzoic acid). Reaction SMILES: [F:1][C:2]([F:17])([O:6][C:7]1[CH:8]=[C:9]([CH:14]=[CH:15][CH:16]=1)[C:10]([O:12]C)=[O:11])[CH:3]([F:5])[Cl:4].[OH-].[K+].O.Cl>O1CCCC1>[F:1][C:2]([F:17])([O:6][C:7]1[CH:8]=[C:9]([CH:14]=[CH:15][CH:16]=1)[C:10]([OH:12])=[O:11])[CH:3]([F:5])[Cl:4] |f:1.2|. Procedure details: 40 Parts by weight of methyl 3-(1',1',2'-trifluoro-2'-chloroethoxy)-benzoate, in a mixture of 8.4 parts by weight of potassium hydroxide, 100 parts by weight of water and 5 parts by weight of tetrahydrofuran, are stirred for 15 minutes at 95° C. The resulting solution is acidified with concentrated hydrochloric acid and the precipitate formed is filtered off and dried; 35 parts of 3-(1',1',2'-trifluoro-2'-chloroethoxy)benzoic acid of melting point 79°-85° C. are obtained.